The task is: describe an organic reaction: reactants, conditions, products, and yield. This data is from the Open Reaction Database (ORD), a public repository of structured organic reaction records. Reactants: C(=O)(O)CCC(C=1C(=NN(C1Cl)C)C1=NC=CC=C1)C1=C(C=C(C(=O)O)C=C1)C (4-(3-carboxy-1-(5-chloro-1-methyl-3-(pyridin-2-yl)-1H-pyrazol-4-yl)propyl)-3-methylbenzoic acid), C(=O)([O-])[O-].[K+].[K+] (K2CO3), CN(C)C=O (DMF), IC (iodomethane). Conditions: time 4 hour. The product is ClC1=C(C(=NN1C)C1=NC=CC=C1)C(CCC(=O)OC)C1=C(C=C(C(=O)OC)C=C1)C (methyl 4-(1-(5-chloro-1-methyl-3-(pyridin-2-yl)-1H-pyrazol-4-yl)-4-methoxy-4-oxobutyl)-3-methylbenzoate). Isolated yield 89.0%. Reaction SMILES: C([CH2:4][CH2:5][CH:6]([C:20]1[CH:28]=[CH:27][C:23]([C:24]([OH:26])=O)=[CH:22][C:21]=1[CH3:29])[C:7]1[C:8]([C:14]2[CH:19]=[CH:18][CH:17]=[CH:16][N:15]=2)=[N:9][N:10]([CH3:13])[C:11]=1[Cl:12])(O)=O.[C:30]([O-:33])([O-:32])=O.[K+].[K+].I[CH3:37].CN([CH:41]=[O:42])C>>[Cl:12][C:11]1[N:10]([CH3:13])[N:9]=[C:8]([C:14]2[CH:19]=[CH:18][CH:17]=[CH:16][N:15]=2)[C:7]=1[CH:6]([C:20]1[CH:28]=[CH:27][C:23]([C:24]([O:42][CH3:41])=[O:26])=[CH:22][C:21]=1[CH3:29])[CH2:5][CH2:4][C:30]([O:33][CH3:37])=[O:32] |f:1.2.3|. Procedure: To a mixture of 4-(3-carboxy-1-(5-chloro-1-methyl-3-(pyridin-2-yl)-1H-pyrazol-4-yl)propyl)-3-methylbenzoic acid (1.08 g, 2.61 mmol) and K2CO3 (1.44 g, 10.44 mmol) in DMF (20 mL) was added iodomethane (0.82 mL, 13.05 mmol). The mixture was stirred at rt for about 4 h then partitioned between EtOAc (150 mL) and H2O (150 mL). The organic layer was washed with brine (2×200 mL), dried over Na2SO4, filtered and concentrated in vacuo to give methyl 4-(1-(5-chloro-1-methyl-3-(pyridin-2-yl)-1H-pyrazol-4-... Reactants: CC(CC=O)(C=C)C (3,3-dimethylpent-4-enal), N (ammonia), CC1=CC=C(C=C1)S(=O)(=O)C[N+]#[C-] (TosMIC). The solvent is CO (methanol). Reaction conditions: temperature 40 celsius, time 30 minute. Product: CC(CC=1N=CNC1)(C=C)C (4-(2,2-dimethylbut-3-en-1-yl)-1H-imidazole). RXN SMILES: [CH3:1][C:2]([CH3:8])([CH:6]=[CH2:7])[CH2:3][CH:4]=O.[NH3:9].CC1C=CC(S([CH2:20][N+:21]#[C-:22])(=O)=O)=CC=1>CO>[CH3:1][C:2]([CH3:8])([CH:6]=[CH2:7])[CH2:3][C:4]1[N:9]=[CH:20][NH:21][CH:22]=1. Procedure details: At 30° C., 3,3-dimethylpent-4-enal (126 g, 0.34 mol) was added over 20 minutes to an ambient temperature, saturated solution of ammonia in methanol (2.7 L). After stirring at 40° C. for 30 minutes, TosMIC (67 g, 0.4 mol) was added. After stirring at reflux overnight, the reaction mixture was concentrated, dissolved in ether and poured into 2N ammonium hydroxide (1500 mL) and stirred. The aqueous phase was extracted with ether. The combined organic extracts were washed with brine, dried (magnesiu... Reactants: CC(=O)[O-], CCO, COC(=O)c1ccc2c(c1)N(C)S(=O)(=O)CC2=O, Cl, NO, [Na+]. Product: COC(=O)c1ccc2c(c1)N(C)S(=O)(=O)CC2=NO. As a reaction SMILES: [C:1]([O-:2])(=[O:3])[CH3:4].[CH3:27][CH2:28][OH:29].[CH3:6][O:7][C:8](=[O:9])[c:10]1[cH:11][cH:12][c:13]2[c:14]([cH:23]1)[N:15]([CH3:22])[S:16](=[O:20])(=[O:21])[CH2:17][C:18]2=[O:19].[ClH:24].[NH2:25][OH:26].[Na+:5]>>[CH3:6][O:7][C:8](=[O:9])[c:10]1[cH:11][cH:12][c:13]2[c:14]([cH:23]1)[N:15]([CH3:22])[S:16](=[O:20])(=[O:21])[CH2:17][C:18]2=[N:25][OH:26]. Reaction conditions: time 3 hour. Reagents/catalysts: [Pd] (palladium on carbon). Procedure: 2-[4-(3,4-Dichloro-phenoxy)-phenyl]-1H-imidazo[4,5-b]pyridine-5-carboxylic acid amide. A flask containing 6-amino-5-nitro-pyridine-2-carbonitrile (67 mg, 0.40 mmol), 10% palladium on carbon (catalytic) and ethanol (2.0 mL) was put under an atmosphere of H2 using a balloon. The mixture was stirred at room temperature for 3 h, and filtered through a pad of celite. The filtrate was concentrated to provide crude 5,6-diamino-pyridine-2-carbonitrile. A portion of this 5,6-diamino-pyridine-2-carbonitri... Starting materials: NC1=C(C=CC(=N1)C#N)[N+](=O)[O-] (6-amino-5-nitro-pyridine-2-carbonitrile), ClC=1C=C(OC2=CC=C(C=C2)C=2NC=3C(=NC(=CC3)C(=O)N)N2)C=CC1Cl (2-[4-(3,4-Dichloro-phenoxy)-phenyl]-1H-imidazo[4,5-b]pyridine-5-carboxylic acid amide). RXN SMILES: ClC1C=C(C=CC=1Cl)OC1C=CC(C2[NH:13][C:14]3[C:15]([N:23]=2)=[N:16][C:17]([C:20]([NH2:22])=O)=[CH:18][CH:19]=3)=CC=1.NC1N=C(C#N)C=CC=1[N+]([O-])=O>[Pd].C(O)C>[NH2:13][C:14]1[CH:19]=[CH:18][C:17]([C:20]#[N:22])=[N:16][C:15]=1[NH2:23]. Yields the product NC=1C=CC(=NC1N)C#N (5,6-diamino-pyridine-2-carbonitrile). Run in C(C)O (ethanol). Starting materials: ClC(Cl)Cl, O=C(Cl)Cl, O=[N+]([O-])c1ccccc1CO. The product is O=C(Cl)OCc1ccccc1[N+](=O)[O-]. Reaction SMILES: [CH:16]([Cl:17])([Cl:18])[Cl:19].[Cl:12][C:13]([Cl:14])=[O:15].[N+:1](=[O:2])([O-:3])[c:4]1[c:5]([CH2:6][OH:7])[cH:8][cH:9][cH:10][cH:11]1>>[N+:1](=[O:2])([O-:3])[c:4]1[c:5]([CH2:6][O:7][C:13]([Cl:12])=[O:15])[cH:8][cH:9][cH:10][cH:11]1.